This data is from the Open Reaction Database (ORD), a public repository of structured organic reaction records. The task is: describe an organic reaction: reactants, conditions, products, and yield Starting materials: O=C1Cc2c(cccc2-c2ccc(Br)cc2)N1, CCN(CC)CCNC(=O)c1cc(C)c(C=O)[nH]1, C1CCNCC1, CCO. Product: CCN(CC)CCNC(=O)c1cc(C)c(C=C2C(=O)Nc3cccc(-c4ccc(Br)cc4)c32)[nH]1. RXN SMILES: [Br:1][c:2]1[cH:3][cH:4][c:5](-[c:8]2[c:9]3[c:13]([cH:14][cH:15][cH:16]2)[NH:12][C:11](=[O:17])[CH2:10]3)[cH:6][cH:7]1.[CH2:18]([CH3:19])[N:20]([CH2:21][CH2:22][NH:23][C:24](=[O:25])[c:26]1[nH:27][c:28]([CH:32]=[O:33])[c:29]([CH3:31])[cH:30]1)[CH2:34][CH3:35].[CH2:36]1[CH2:37][CH2:38][NH:39][CH2:40][CH2:41]1.[CH3:42][CH2:43][OH:44]>>[Br:1][c:2]1[cH:3][cH:4][c:5](-[c:8]2[c:9]3[c:13]([cH:14][cH:15][cH:16]2)[NH:12][C:11](=[O:17])[C:10]3=[CH:32][c:28]2[nH:27][c:26]([C:24]([NH:23][CH2:22][CH2:21][N:20]([CH2:18][CH3:19])[CH2:34][CH3:35])=[O:25])[cH:30][c:29]2[CH3:31])[cH:6][cH:7]1. The reactants are FC=1N(C=C(N1)C=O)C(C1=CC=CC=C1)(C1=CC=CC=C1)C1=CC=CC=C1 (2-Fluoro-4-formyl-1-triphenylmethylimidazole), [Br-].C(C=C)[P+](C1=CC=CC=C1)(C1=CC=CC=C1)C1=CC=CC=C1 (allyl triphenyl phosphonium bromide), [OH-].[Na+] (NaOH). Solvent: C(Cl)Cl (CH2Cl2). The product is C(=CC=C)C=1N=C(N(C1)C(C1=CC=CC=C1)(C1=CC=CC=C1)C1=CC=CC=C1)F (4-(buta-1,3-dienyl)-2-fluoro-1-triphenylmethylimidazole). Reaction SMILES: [F:1][C:2]1[N:3]([C:9]([C:22]2[CH:27]=[CH:26][CH:25]=[CH:24][CH:23]=2)([C:16]2[CH:21]=[CH:20][CH:19]=[CH:18][CH:17]=2)[C:10]2[CH:15]=[CH:14][CH:13]=[CH:12][CH:11]=2)[CH:4]=[C:5]([CH:7]=O)[N:6]=1.[Br-].[CH2:29]([P+](C1C=CC=CC=1)(C1C=CC=CC=1)C1C=CC=CC=1)[CH:30]=[CH2:31].[OH-].[Na+]>C(Cl)Cl>[CH:7]([C:5]1[N:6]=[C:2]([F:1])[N:3]([C:9]([C:22]2[CH:27]=[CH:26][CH:25]=[CH:24][CH:23]=2)([C:16]2[CH:21]=[CH:20][CH:19]=[CH:18][CH:17]=2)[C:10]2[CH:15]=[CH:14][CH:13]=[CH:12][CH:11]=2)[CH:4]=1)=[CH:31][CH:30]=[CH2:29] |f:1.2,3.4|. Procedure details: 2-Fluoro-4-formyl-1-triphenylmethylimidazole was reacted with allyl triphenyl phosphonium bromide in CH2Cl2 in the presence of aqueous NaOH to give 4-(buta-1,3-dienyl)-2-fluoro-1-triphenylmethylimidazole having the following n.m.r. spectrum in CDCl3 : 5.06-5.39 (m, 2H); 5.87 (d, 1H); 6.06 (dd, 1H); 6.49 (s, 1H); 7.51 and 7.7 (d of t, 3H); 7.08-7.44 (br, 15H). Reactants: CCOC(=O)C(Cc1ccc(O)cc1)OCC, CC(=CCO)c1ccc(-c2ccco2)cc1. The product is CCOC(=O)C(Cc1ccc(OCC=C(C)c2ccc(-c3ccco3)cc2)cc1)OCC. Reaction SMILES: [CH2:17]([CH3:18])[O:19][CH:20]([C:21](=[O:22])[O:23][CH2:24][CH3:25])[CH2:26][c:27]1[cH:28][cH:29][c:30]([OH:33])[cH:31][cH:32]1.[o:1]1[c:2](-[c:6]2[cH:7][cH:8][c:9]([C:12](=[CH:13][CH2:14][OH:15])[CH3:16])[cH:10][cH:11]2)[cH:3][cH:4][cH:5]1>>[o:1]1[c:2](-[c:6]2[cH:7][cH:8][c:9]([C:12](=[CH:13][CH2:14][O:15][c:30]3[cH:29][cH:28][c:27]([CH2:26][CH:20]([O:19][CH2:17][CH3:18])[C:21](=[O:22])[O:23][CH2:24][CH3:25])[cH:32][cH:31]3)[CH3:16])[cH:10][cH:11]2)[cH:3][cH:4][cH:5]1. The reactants are CS(=O)(=O)c1ncc2c(n1)N(c1ccc(CO)cc1)C(=O)N(c1ccc(Cl)cc1Cl)C2, Nc1ccccc1. Yields the product O=C1N(c2ccc(Cl)cc2Cl)Cc2cnc(Nc3ccccc3)nc2N1c1ccc(CO)cc1. Reaction SMILES: [Cl:1][c:2]1[c:3]([N:9]2[C:10](=[O:31])[N:11]([c:23]3[cH:24][cH:25][c:26]([CH2:29][OH:30])[cH:27][cH:28]3)[c:12]3[n:13][c:14]([S:19]([CH3:20])(=[O:21])=[O:22])[n:15][cH:16][c:17]3[CH2:18]2)[cH:4][cH:5][c:6]([Cl:8])[cH:7]1.[NH2:32][c:33]1[cH:34][cH:35][cH:36][cH:37][cH:38]1>>[Cl:1][c:2]1[c:3]([N:9]2[C:10](=[O:31])[N:11]([c:23]3[cH:24][cH:25][c:26]([CH2:29][OH:30])[cH:27][cH:28]3)[c:12]3[n:13][c:14]([NH:32][c:33]4[cH:34][cH:35][cH:36][cH:37][cH:38]4)[n:15][cH:16][c:17]3[CH2:18]2)[cH:4][cH:5][c:6]([Cl:8])[cH:7]1. Reaction conditions: temperature 5 celsius, time 2 hour. Starting materials: Cl.NN1CCC=CC1 (N-Amino-1,2,3,6-tetrahydropyridine hydrochloride), FC1=CC=C(C=C1)N=C=O (4-fluorophenylisocyanate), [OH-].[Na+] (sodium hydroxide), resultant mixture. RXN SMILES: Cl.[NH2:2][N:3]1[CH2:8][CH:7]=[CH:6][CH2:5][CH2:4]1.[OH-].[Na+].[F:11][C:12]1[CH:17]=[CH:16][C:15]([N:18]=[C:19]=[O:20])=[CH:14][CH:13]=1>O1CCOCC1.O>[F:11][C:12]1[CH:17]=[CH:16][C:15]([NH:18][C:19]([NH:2][N:3]2[CH2:4][CH:5]=[CH:6][CH2:7][CH2:8]2)=[O:20])=[CH:14][CH:13]=1 |f:0.1,2.3|. The solvent is O1CCOCC1 (dioxane), O (water), O1CCOCC1 (dioxane). The product is FC1=CC=C(C=C1)NC(=O)NN1CCC=CC1 (N-[[(4-fluorophenyl)carbamoyl]amino]-1,2,3,6-tetrahydropyridine). Procedure details: N-Amino-1,2,3,6-tetrahydropyridine hydrochloride (3.42 g) was dissolved in a mixture of dioxane (30 ml) and water (20 ml). The solution was adjusted to pH 7.5 with 1N-aqueous sodium hydroxide and to the resultant mixture was added a solution of 4-fluorophenylisocyanate (0.548 g) in dioxane (5 ml). Then, the mixture was kept to pH 7.5 and stirred for 2 hours at 5° C. After evaporation of organic solvent, the crystalline product was collected by filtration and recrystallized from diisopropyl ether... Yield: 77.6%. The reactants are bicyclic lactone, C(C)(=O)O[C@@H]1C=C[C@@H](C1)COC(C)=O (cis-(±)-3-acetoxy-5-(acetoxymethyl)cyclopentene), C1=CC=CC1 (cyclopentadiene), C=O (formaldehyde), FC=1C(=NC(NC1)=O)N (5-fluorocytosine), C(C)(=O)OC1=CC=C(C=C1)[N+](=O)[O-] (p-nitrophenyl acetate), ( M ), bicyclic lactone, C(=O)(OCC)C(CC=C)CC=C (4-carbethoxy-1,6-heptadiene), compound 705, C(C=C)C(C(=O)OCC)(C(=O)OCC)CC=C (diethyl diallylmalonate), compound 704. Solvent: C(C)(=O)O (acetic acid). The product is C(=O)(OCC)C(CC=C)CC=C (4-carbethoxy-1,6-heptadiene), Compound 703, C(C)(=O)NC1=NC(NC=C1F)=O (N4-Acetyl-5-fluorocytosine). Isolated yield 78.0%. As a reaction SMILES: [CH2:1]([C:4]([CH2:15][CH:16]=[CH2:17])(C(OCC)=O)[C:5]([O:7][CH2:8][CH3:9])=[O:6])[CH:2]=[CH2:3].C(C(CC=C)CC=C)(OCC)=O.C(O[C@H]1C[C@@H](CO[C:41](=[O:43])[CH3:42])C=C1)(=O)C.C1CC=CC=1.C=O.[F:51][C:52]1[C:53]([NH2:59])=[N:54][C:55](=[O:58])[NH:56][CH:57]=1.C(OC1C=CC([N+]([O-])=O)=CC=1)(=O)C>C(O)(=O)C>[C:5]([CH:4]([CH2:1][CH:2]=[CH2:3])[CH2:15][CH:16]=[CH2:17])([O:7][CH2:8][CH3:9])=[O:6].[C:41]([NH:59][C:53]1[C:52]([F:51])=[CH:57][NH:56][C:55](=[O:58])[N:54]=1)(=[O:43])[CH3:42]. Procedure: Referring to Scheme 11, starting from diethyl diallylmalonate (701), the 4-carbethoxy-1,6-heptadiene (702) was synthesized in 78% yield (W. A. Nugent, J. Am. Chem. Soc., 1995, 117, 8992-8998). Compound 703 was synthesized from compound 702 in 71% yield (L. E. Martinez, J. Org. Chem., 1996, 61, 7963-7966), and compound 705 was synthesized from compound 704 in 43% yield (D. M. Hodgson, J. Chem. Soc. Perkin Trans. I, 1994, 3373-3378). The key intermediate cis-(±)-3-acetoxy-5-(acetoxymethyl)cyclopen...